This data is from the Open Reaction Database (ORD), a public repository of structured organic reaction records. The task is: describe an organic reaction: reactants, conditions, products, and yield Starting materials: Cl (HCl), C[C@@H]1CN(CCN1)C(=O)OC(C)(C)C (1,1-dimethylethyl(3R)-3-methyl-1-piperazinecarboxylate), CCN(C(C)C)C(C)C (DIPEA), FC(OC1=CC=C(C=C1)S(=O)(=O)Cl)(F)F (4-[(trifluoromethyl)oxy]benzenesulfonyl chloride), resultant mixture. Solvent: C(Cl)Cl (DCM), C(Cl)Cl (DCM). Yields the product C[C@@H]1CN(CCN1S(=O)(=O)C1=CC=C(C=C1)OC(F)(F)F)C(=O)OC(C)(C)C (1,1-Dimethylethyl(3R)-3-methyl-4-({4-[(trifluoromethyl)oxy]phenyl}sulfonyl)-1-piperazinecarboxylate). As a reaction SMILES: [CH3:1][C@H:2]1[NH:7][CH2:6][CH2:5][N:4]([C:8]([O:10][C:11]([CH3:14])([CH3:13])[CH3:12])=[O:9])[CH2:3]1.CCN(C(C)C)C(C)C.[F:24][C:25]([F:38])([F:37])[O:26][C:27]1[CH:32]=[CH:31][C:30]([S:33](Cl)(=[O:35])=[O:34])=[CH:29][CH:28]=1.Cl>C(Cl)Cl>[CH3:1][C@H:2]1[N:7]([S:33]([C:30]2[CH:29]=[CH:28][C:27]([O:26][C:25]([F:24])([F:37])[F:38])=[CH:32][CH:31]=2)(=[O:35])=[O:34])[CH2:6][CH2:5][N:4]([C:8]([O:10][C:11]([CH3:13])([CH3:12])[CH3:14])=[O:9])[CH2:3]1. Procedure details: To a solution of 1,1-dimethylethyl(3R)-3-methyl-1-piperazinecarboxylate (605 mg, 2.56 mmol) in DCM (20 ml) was added DIPEA (1.12 ml, 6.39 mmol) and then portionwise 4-[(trifluoromethyl)oxy]benzenesulfonyl chloride (0.455 ml, 2.68 mmol) at room temp and the resultant mixture stirred under Ar for 16 h. DCM (75 ml) and a 1M HCl solution (75 ml) were added, the layers were separated and the organic layer was then washed with 2M NaOH solution (75 ml), the organic layers were separated, dried (MgSO4) ... Reactants: C(C)(C)(C)[Si](OC1CC=C(CC1)B1OC(C(O1)(C)C)(C)C)(C)C (2-[4-(tert-butyl-dimethyl-silanyloxy)-cyclohex-1-enyl]-4,4,5,5-tetramethyl-[1,3,2]dioxaborolane), COC(=O)C1=CN(C2=CC(=CC=C12)Br)C (6-bromo-1-methyl-1H-indole-3-carboxylic acid methyl ester), P(=O)([O-])([O-])[O-].[K+].[K+].[K+] (Potassium phosphate). The reagents and catalysts are CC(=O)[O-].CC(=O)[O-].[Pd+2] (Pd(OAc)2), C1(CCCCC1)P(C1=C(C=CC=C1)C1=C(C=CC=C1OC)OC)C1CCCCC1 (2-dicyclohexylphosphino-2′,6′-dimethoxy-1,1′-biphenyl). Solvent: C1(=CC=CC=C1)C (toluene). Conditions: temperature 100 celsius, time 16 hour. The product is COC(=O)C1=CN(C2=CC(=CC=C12)C1=CCC(CC1)O[Si](C)(C)C(C)(C)C)C (6-[4-(tert-Butyl-dimethyl-silanyloxy)-cyclohex-1-enyl]-1-methyl-1H-indole-3-carboxylic acid methyl ester). Yield: 42.9%. As a reaction SMILES: [C:1]([Si:5]([CH3:23])([CH3:22])[O:6][CH:7]1[CH2:12][CH2:11][C:10](B2OC(C)(C)C(C)(C)O2)=[CH:9][CH2:8]1)([CH3:4])([CH3:3])[CH3:2].[CH3:24][O:25][C:26]([C:28]1[C:36]2[C:31](=[CH:32][C:33](Br)=[CH:34][CH:35]=2)[N:30]([CH3:38])[CH:29]=1)=[O:27].P([O-])([O-])([O-])=O.[K+].[K+].[K+]>C1(C)C=CC=CC=1.CC([O-])=O.CC([O-])=O.[Pd+2].C1(P(C2CCCCC2)C2C=CC=CC=2C2C(OC)=CC=CC=2OC)CCCCC1>[CH3:24][O:25][C:26]([C:28]1[C:36]2[C:31](=[CH:32][C:33]([C:10]3[CH2:11][CH2:12][CH:7]([O:6][Si:5]([C:1]([CH3:2])([CH3:3])[CH3:4])([CH3:22])[CH3:23])[CH2:8][CH:9]=3)=[CH:34][CH:35]=2)[N:30]([CH3:38])[CH:29]=1)=[O:27] |f:2.3.4.5,7.8.9|. Procedure details: A flask containing a solution of 2-[4-(tert-butyl-dimethyl-silanyloxy)-cyclohex-1-enyl]-4,4,5,5-tetramethyl-[1,3,2]dioxaborolane (1.40 g, 4.14 mmol) and 6-bromo-1-methyl-1H-indole-3-carboxylic acid methyl ester (1.22 g, 4.55 mmol) in toluene (50 mL) is evacuated and filled with N2 three times. Potassium phosphate (1.79 g, 8.27 mmol), Pd(OAc)2 (46 mg), and 2-dicyclohexylphosphino-2′,6′-dimethoxy-1,1′-biphenyl (S-Phos, 50 mg) are added. The mixture is stirred at 100° C. for 16 h and cooled to room...